This data is from the Open Reaction Database (ORD), a public repository of structured organic reaction records. The task is: describe an organic reaction: reactants, conditions, products, and yield The reactants are C(C)OC(C(C(OC(C(F)(F)F)=O)C1=CC=C(C=C1)OCC1=CC=CC=C1)(OC1=CC(=CC=C1)C(F)(F)F)C)=O (3-(4-Benzyloxyphenyl)-2-methyl-3-(2,2,2-trifluoroacetoxy)-2-(3-trifluoromethylphenoxy)-propionic acid ethyl ester). The reagents and catalysts are [Pd] (palladium on carbon). Run in C(C)(=O)OCC (ethyl acetate). Conditions: time 20 hour. Yields the product C(C)OC(C(CC1=CC=C(C=C1)O)(C)OC1=CC(=CC=C1)C(F)(F)F)=O (2-(3-Trifluoromethylphenoxy)-3-(4-hydroxyphenyl)-2-methyl-propionic acid ethyl ester). Reaction SMILES: [CH2:1]([O:3][C:4](=[O:40])[C:5]([CH3:39])([O:28][C:29]1[CH:34]=[CH:33][CH:32]=[C:31]([C:35]([F:38])([F:37])[F:36])[CH:30]=1)[CH:6]([C:14]1[CH:19]=[CH:18][C:17]([O:20]CC2C=CC=CC=2)=[CH:16][CH:15]=1)OC(=O)C(F)(F)F)[CH3:2]>C(OCC)(=O)C.[Pd]>[CH2:1]([O:3][C:4](=[O:40])[C:5]([O:28][C:29]1[CH:34]=[CH:33][CH:32]=[C:31]([C:35]([F:37])([F:36])[F:38])[CH:30]=1)([CH3:39])[CH2:6][C:14]1[CH:19]=[CH:18][C:17]([OH:20])=[CH:16][CH:15]=1)[CH3:2]. Procedure details: 3-(4-Benzyloxyphenyl)-2-methyl-3-(2,2,2-trifluoroacetoxy)-2-(3-trifluoromethylphenoxy)-propionic acid ethyl ester (2.1 mmol) was dissolved in ethyl acetate (30 mL) and treated with 5% palladium on carbon (300 mg), and stirred under an atmosphere of hydrogen for 20 h. The suspension was filtered through celite and concentrated in vacuo to an oil. Reported procedure: A portion (1.0 g) of the compound obtained in Example 168 was dissolved in acetic acid (30 ml) and to the solution was added 50% sulfuric acid (60 ml). The mixture was stirred for 2 hours at 120° C. and allowed to cool. The reaction mixture was neutralized with 6N aqueous solution of sodium hydroxide and the insoluble matter was filtered off. The filtrate was extracted three times with ethyl acetate, washed with saturated aqueous solution of sodium chloride and dried over anhydrous sodium sulfat... RXN SMILES: [NH2:1][CH:2]1[C:12]2[C:13]3[C:5](=[C:6]([C:15]4[CH:20]=[CH:19][C:18]([C:21]#[N:22])=[CH:17][CH:16]=4)[NH:7][C:8]=3[C:9]([Cl:14])=[CH:10][CH:11]=2)[CH2:4][CH2:3]1.S(=O)(=O)(O)[OH:24].[OH-].[Na+]>C(O)(=O)C>[NH2:1][CH:2]1[C:12]2[C:13]3[C:5](=[C:6]([C:15]4[CH:20]=[CH:19][C:18]([C:21](=[O:24])[NH2:22])=[CH:17][CH:16]=4)[NH:7][C:8]=3[C:9]([Cl:14])=[CH:10][CH:11]=2)[CH2:4][CH2:3]1 |f:2.3|. Reaction conditions: temperature 120 celsius, time 2 hour. The product is NC1CCC2=C(NC=3C(=CC=C1C23)Cl)C2=CC=C(C=C2)C(N)=O (5-amino-2-(4-carbamoylphenyl)-8-chloro-1,3,4,5-tetrahydrobenz[cd]indole). Run in C(C)(=O)O (acetic acid). Isolated yield 17.0%. The reactants are [OH-].[Na+] (sodium hydroxide), NC1CCC2=C(NC=3C(=CC=C1C23)Cl)C2=CC=C(C=C2)C#N (5-amino-8-chloro-2-(4-cyano-phenyl)-1,3,4,5-tetrahydrobenz[cd]indole), aqueous solution, S(O)(O)(=O)=O (sulfuric acid). The reactants are COCCOC1=CC=C(C=C1)C1=C(C2=C(N=CN=C2NCCN2CCN(CC2)C(=O)OC(C)(C)C)O1)C1=CC=CC=C1 (Tert-butyl 4-(2-(6-(4-(2-methoxyethoxy)phenyl)-5-phenylfuro[2,3-d]pyrimidin-4-ylamino)ethyl)piperazine-1-carboxylate), N#N (N2), C(=O)(C(F)(F)F)O (TFA). Solvent: C(Cl)Cl (CH2Cl2). Run at time 4 hour. Yields the product COCCOC1=CC=C(C=C1)C1=C(C2=C(N=CN=C2NCCN2CCNCC2)O1)C1=CC=CC=C1 (6-(4-((2-(methyloxy)ethyl)oxy)phenyl)-5-phenyl-N-(2-(1-piperazinyl)ethyl)furo[2,3-d]pyrimidin-4-amine). As a reaction SMILES: [CH3:1][O:2][CH2:3][CH2:4][O:5][C:6]1[CH:11]=[CH:10][C:9]([C:12]2[O:36][C:15]3[N:16]=[CH:17][N:18]=[C:19]([NH:20][CH2:21][CH2:22][N:23]4[CH2:28][CH2:27][N:26](C(OC(C)(C)C)=O)[CH2:25][CH2:24]4)[C:14]=3[C:13]=2[C:37]2[CH:42]=[CH:41][CH:40]=[CH:39][CH:38]=2)=[CH:8][CH:7]=1.N#N.C(O)(C(F)(F)F)=O>C(Cl)Cl>[CH3:1][O:2][CH2:3][CH2:4][O:5][C:6]1[CH:7]=[CH:8][C:9]([C:12]2[O:36][C:15]3[N:16]=[CH:17][N:18]=[C:19]([NH:20][CH2:21][CH2:22][N:23]4[CH2:24][CH2:25][NH:26][CH2:27][CH2:28]4)[C:14]=3[C:13]=2[C:37]2[CH:38]=[CH:39][CH:40]=[CH:41][CH:42]=2)=[CH:10][CH:11]=1. Reported procedure: Tert-butyl 4-(2-(6-(4-(2-methoxyethoxy)phenyl)-5-phenylfuro[2,3-d]pyrimidin-4-ylamino)ethyl)piperazine-1-carboxylate 35 (Prepared in a manner analogous to Steps 1-2 of Example 7; 60 mg, 0.104 mmol) was dissolved in CH2Cl2 (1.5 mL). After purging with N2, TFA (0.37 mL, 4.8 mmol) was added and the mixture was allowed to stir at RT for 4 h. The reaction mixture was concentrated to remove TFA then taken up in CH2Cl2 and washed with saturated NaHCO3. The organic layer was dried over Na2SO4 and concen... Starting materials: COC(C(C)C1=CSC=C1)=O (2-(3-thienyl)propionic acid methyl ester), [OH-].[K+] (potassium hydroxide). Run in O.C(C)O (water ethanol). Yields the product S1C=C(C=C1)C(C(=O)O)C (2-(3-thienyl) propionic acid). Yield: 93.8%. Reaction SMILES: C[O:2][C:3](=[O:11])[CH:4]([C:6]1[CH:10]=[CH:9][S:8][CH:7]=1)[CH3:5].[OH-].[K+]>O.C(O)C>[S:8]1[CH:9]=[CH:10][C:6]([CH:4]([CH3:5])[C:3]([OH:11])=[O:2])=[CH:7]1 |f:1.2,3.4|. Procedure: 2-(3-thienyl)propionic acid methyl ester (26.6 g) was added to a water:ethanol (1:4) solution of potassium hydroxide, followed by one-hour refluxing. The reaction was carried out in a similar manner to the foregoing Example 8 to obtain 22.9 g 2-(3-thienyl) propionic acid nD20 1.5361. The reactants are NC=1C=CC2=C(NC(CCC2(C)C)=O)C1 (8-Amino-5,5-dimethyl-1,3,4,5-tetrahydro-benzo[b]azepin-2-one), ClC1=NC=C(C(=N1)N[C@H]1[C@H]([C@@H]2C=C[C@H]1C2)C(=O)N)Cl ((1S,2S,3R,4R)-3-(2,5-Dichloro-pyrimidin-4-ylamino)-bicyclo[2.2.1]hept-5-ene-2-carboxylic acid amide). Product: ClC=1C(=NC(=NC1)NC1=CC2=C(C(CCC(N2)=O)(C)C)C=C1)N[C@H]1[C@H]([C@@H]2C=C[C@H]1C2)C(=O)N ((1S,2S,3R,4R)-3-[5-Chloro-2-(5,5-dimethyl-2-oxo-2,3,4,5-tetrahydro-1H-1-benzazepin-8-ylamino)-pyrimidin-4-ylamino]-bicyclo[2.2.1]hept-5-ene-2-carboxylic acid amide), foam. Isolated yield 49.0%. RXN SMILES: [NH2:1][C:2]1[CH:3]=[CH:4][C:5]2[C:11]([CH3:13])([CH3:12])[CH2:10][CH2:9][C:8](=[O:14])[NH:7][C:6]=2[CH:15]=1.Cl[C:17]1[N:22]=[C:21]([NH:23][C@@H:24]2[C@@H:29]3[CH2:30][C@@H:26]([CH:27]=[CH:28]3)[C@@H:25]2[C:31]([NH2:33])=[O:32])[C:20]([Cl:34])=[CH:19][N:18]=1>>[Cl:34][C:20]1[C:21]([NH:23][C@@H:24]2[C@@H:29]3[CH2:30][C@@H:26]([CH:27]=[CH:28]3)[C@@H:25]2[C:31]([NH2:33])=[O:32])=[N:22][C:17]([NH:1][C:2]2[CH:3]=[CH:4][C:5]3[C:11]([CH3:12])([CH3:13])[CH2:10][CH2:9][C:8](=[O:14])[NH:7][C:6]=3[CH:15]=2)=[N:18][CH:19]=1. Procedure details: Title compound was prepared from 8-Amino-5,5-dimethyl-1,3,4,5-tetrahydro-benzo[b]azepin-2-one and (1S,2S,3R,4R)-3-(2,5-Dichloro-pyrimidin-4-ylamino)-bicyclo[2.2.1]hept-5-ene-2-carboxylic acid amide in a manner analogous to Example 1221d. (120° C., 30 min). Product was isolated as a white foam (82 mg, 49%), HPLC purity 90%, LCMS 467.24 (M+H), 1H-NMR (CDCl3, 400 MHz) δ 9.52 (bs, 1H), 9.08 (bs, 1H), 7.88 (bs, 1H), 7.80 (s, 1H), 7.72 (s, 1H), 7.32 (s, 1H), 6.95 bs, 1H), 6.67 (bs, 1H), 6.31-6.28 (m, ... Starting materials: CCO, CCOC(=O)CCCS(=O)(=O)c1ccc([N+](=O)[O-])cc1, [Pd]. The product is CCOC(=O)CCCS(=O)(=O)c1ccc(N)cc1. As a reaction SMILES: [CH3:21][CH2:22][OH:23].[N+:1]([O-:2])(=[O:3])[c:4]1[cH:5][cH:6][c:7]([S:10](=[O:11])(=[O:12])[CH2:13][CH2:14][CH2:15][C:16](=[O:17])[O:18][CH2:19][CH3:20])[cH:8][cH:9]1.[Pd:24]>>[NH2:1][c:4]1[cH:5][cH:6][c:7]([S:10](=[O:11])(=[O:12])[CH2:13][CH2:14][CH2:15][C:16](=[O:17])[O:18][CH2:19][CH3:20])[cH:8][cH:9]1.